Task: describe an organic reaction: reactants, conditions, products, and yield. Dataset: the Open Reaction Database (ORD), a public repository of structured organic reaction records The yield is 53.0%. Reactants: ClC(=O)OCC (Ethyl chloroformate), OC1=C(C(C=CC2=CC=C(C=C2)OC)=O)C(=CC(=C1)OC)OC (2'-hydroxy-4,4',6'-trimethoxychalcone), N1=CC=CC=C1 (pyridine), O (water). Reaction SMILES: Cl[C:2]([O:4][CH2:5][CH3:6])=[O:3].OC1C=[C:24]([O:26][CH3:27])[CH:23]=[C:22]([O:28][CH3:29])[C:9]=1[C:10](=[O:21])[CH:11]=[CH:12][C:13]1[CH:18]=[CH:17][C:16]([O:19][CH3:20])=[CH:15][CH:14]=1.[OH2:30].N1[CH:36]=[CH:35]C=CC=1>>[CH2:35]([O:3][C:2]([O:4][C:5]1[CH:6]=[C:24]([O:26][CH3:27])[CH:23]=[C:22]([O:28][CH3:29])[C:9]=1[C:10](=[O:21])[CH:11]=[CH:12][C:13]1[CH:18]=[CH:17][C:16]([O:19][CH3:20])=[CH:15][CH:14]=1)=[O:30])[CH3:36]. Yields the product C(C)OC(=O)OC1=C(C(C=CC2=CC=C(C=C2)OC)=O)C(=CC(=C1)OC)OC (2'-(ethoxycarbonyloxy)4,4',6'-trimethoxychalcone). Reaction conditions: time 30 minute. Procedure: Ethyl chloroformate (216 mg) was added dropwise to a solution of 2'-hydroxy-4,4',6'-trimethoxychalcone (314 mg) in 5 ml of pyridine. After stirring at room temperature for 30 minutes, the mixture was poured into water (30 ml). The mixture was extracted with three 30 ml portions of chloroform, and the combined extracts were washed with water, dried over Na2SO4 and evaporated to give an oily residue. Crystallization of the residue from methanol gave 202 mg (53% yield) of 2'-(ethoxycarbonyloxy)4,4'...